This data is from the Open Reaction Database (ORD), a public repository of structured organic reaction records. The task is: describe an organic reaction: reactants, conditions, products, and yield Starting materials: C(C)(C)(C)OC(N(C)[C@H](CC1=CC2=CC=CC=C2C=C1)C(N(C)[C@H](CC1=CC=CC=C1)CNC(=S)NC1CC1)=O)=O (N-((1R)-1-(N-((1R)-1-((3-Cyclopropylthioureido)methyl)-2-phenylethyl)-N-methylcarbamoyl)-2-(2-naphthyl)ethyl)-N-methylcarbamic acid tert-butylester), FC(C(=O)O)(F)F (Trifluoroacetic acid). Solvent: ClCCl (dichloromethane). Conditions: temperature 0 celsius, time 5 minute. Product: C(C1=CC=CC=C1)[C@H](CNC(=S)NC1CC1)N(C([C@@H](CC1=CC2=CC=CC=C2C=C1)NC)=O)C ((2R)-N-((1R)-1-benzyl-2-(3-cyclopropylthioureido)ethyl)-N-methyl-2-methylamino-3-(2-naphthyl)propionamide). Yield: 41.9%. Reaction SMILES: C(O[C:6](=O)[N:7]([C@@H:9]([C:21](=[O:40])[N:22]([C@@H:24]([CH2:32][NH:33][C:34]([NH:36][CH:37]1[CH2:39][CH2:38]1)=[S:35])[CH2:25][C:26]1[CH:31]=[CH:30][CH:29]=[CH:28][CH:27]=1)[CH3:23])[CH2:10][C:11]1[CH:20]=[CH:19][C:18]2[C:13](=[CH:14][CH:15]=[CH:16][CH:17]=2)[CH:12]=1)C)(C)(C)C.FC(F)(F)C(O)=O>ClCCl>[CH2:25]([C@@H:24]([N:22]([CH3:23])[C:21](=[O:40])[C@H:9]([NH:7][CH3:6])[CH2:10][C:11]1[CH:20]=[CH:19][C:18]2[C:13](=[CH:14][CH:15]=[CH:16][CH:17]=2)[CH:12]=1)[CH2:32][NH:33][C:34]([NH:36][CH:37]1[CH2:38][CH2:39]1)=[S:35])[C:26]1[CH:31]=[CH:30][CH:29]=[CH:28][CH:27]=1. Procedure: N-((1R)-1-(N-((1R)-1-((3-Cyclopropylthioureido)methyl)-2-phenylethyl)-N-methylcarbamoyl)-2-(2-naphthyl)ethyl)-N-methylcarbamic acid tert-butylester (579 mg, 1.01 mmol) was dissolved in dichloromethane (2 ml). The solution was cooled to 0° C. Trifluoroacetic acid (2 ml) was added. The solution was stirred for 5 min. The solvents were removed in vacuo without warming. The residue was dissolved in dichloromethane (100 ml) and the solvent was removed in vacuo. This latter procedure was repeated two ... Starting materials: ClCC(COC1=CC=C(C=C1)C(C)(C)C1=CC=C(C=C1)OCC1OC1)O (racemic 1-chloro-3-(4-(2-(4-(oxiran-2-ylmethoxy)phenyl)propan-2-yl)phenoxy)propan-2-ol), FC(S(=O)(=O)[O-])(F)F.[Bi+3].FC(S(=O)(=O)[O-])(F)F.FC(S(=O)(=O)[O-])(F)F (Bismuth (III) trifluoromethanesulfonate), C(C)(C)(C)O (t-Butanol), C([O-])(O)=O.[Na+] (Sodium bicarbonate). Run at time 12 hour. Yields the product C(C)(C)(C)OCC(COC1=CC=C(C=C1)C(C)(C)C1=CC=C(C=C1)OCC(CCl)O)O (1-(tert-butoxy)-3-(4-(2-(4-(3-chloro-2-hydroxypropoxy)phenyl)propan-2-yl)phenoxy)propan-2-ol). Isolated yield 28.0%. As a reaction SMILES: [Cl:1][CH2:2][CH:3]([OH:26])[CH2:4][O:5][C:6]1[CH:11]=[CH:10][C:9]([C:12]([C:15]2[CH:20]=[CH:19][C:18]([O:21][CH2:22][CH:23]3[CH2:25][O:24]3)=[CH:17][CH:16]=2)([CH3:14])[CH3:13])=[CH:8][CH:7]=1.FC(F)(F)S([O-])(=O)=O.[Bi+3].FC(F)(F)S([O-])(=O)=O.FC(F)(F)S([O-])(=O)=O.C(=O)(O)[O-].[Na+].[C:57]([OH:61])([CH3:60])([CH3:59])[CH3:58]>>[C:57]([O:61][CH2:25][CH:23]([OH:24])[CH2:22][O:21][C:18]1[CH:19]=[CH:20][C:15]([C:12]([C:9]2[CH:8]=[CH:7][C:6]([O:5][CH2:4][CH:3]([OH:26])[CH2:2][Cl:1])=[CH:11][CH:10]=2)([CH3:14])[CH3:13])=[CH:16][CH:17]=1)([CH3:60])([CH3:59])[CH3:58] |f:1.2.3.4,5.6|. Reported procedure: To a solution of racemic 1-chloro-3-(4-(2-(4-(oxiran-2-ylmethoxy)phenyl)propan-2-yl)phenoxy)propan-2-ol (300 mg, 0.8 mmol, 1 equiv) in t-Butanol (5 mL) was added solid Bismuth (III) trifluoromethanesulfonate (10 mg, 0.015 mmol, 1/50 equiv) in one portion and the mixture was stirred at room temperature for 12 h. Sodium bicarbonate was added (0.5 mL), the organic solvent was evaporated under reduced pressure, and the residue was extracted with dichloromethane (3×10 mL). The organic layer was washe... Starting materials: Oc1ccnc(Br)c1, BrCC1CC1, O=C([O-])[O-], [Cs+], [Cs+], CN(C)C=O. The product is Brc1cc(OCC2CC2)ccn1. As a reaction SMILES: [Br:1][c:2]1[n:3][cH:4][cH:5][c:6]([OH:8])[cH:7]1.[Br:9][CH2:10][CH:11]1[CH2:12][CH2:13]1.[C:14](=[O:15])([O-:16])[O-:17].[Cs+:18].[Cs+:19].[O:20]=[CH:21][N:22]([CH3:23])[CH3:24]>>[Br:1][c:2]1[n:3][cH:4][cH:5][c:6]([O:8][CH2:10][CH:11]2[CH2:12][CH2:13]2)[cH:7]1. Starting materials: C(C1=CC=CC=C1)N([C@H](C(=O)OCC1=CC=CC=C1)CC(=O)OC)C[C@H](COS(=O)(=O)C1=CC=C(C=C1)C)O (1-benzyl 4-methyl(2S)-2-[benzyl((2R)-2-hydroxy-3-[(4-methylphenyl)sulfonyl]oxypropyl)amino]succinate), C(Cl)Cl (methylene chloride), C(=C)OCC (ethyl vinyl ether), C1(=CC=C(C=C1)S(=O)(=O)[O-])C.[NH+]1=CC=CC=C1 (pyridinium p-toluenesulfonate). Product: C(C1=CC=CC=C1)N([C@H](C(=O)OCC1=CC=CC=C1)CC(=O)OC)C[C@H](COS(=O)(=O)C1=CC=C(C=C1)C)OC(C)OCC (1-benzyl 4-methyl(2S)-2-[benzyl((2R)-2-(1-ethoxyethoxy)-3-[(4-methylphenyl)sulfonyl]oxypropyl)amino]succinate). Reaction SMILES: [CH2:1]([N:8]([CH2:25][C@@H:26]([OH:39])[CH2:27][O:28][S:29]([C:32]1[CH:37]=[CH:36][C:35]([CH3:38])=[CH:34][CH:33]=1)(=[O:31])=[O:30])[C@@H:9]([CH2:20][C:21]([O:23][CH3:24])=[O:22])[C:10]([O:12][CH2:13][C:14]1[CH:19]=[CH:18][CH:17]=[CH:16][CH:15]=1)=[O:11])[C:2]1[CH:7]=[CH:6][CH:5]=[CH:4][CH:3]=1.C(Cl)Cl.[CH:43]([O:45][CH2:46][CH3:47])=[CH2:44].C1(C)C=CC(S([O-])(=O)=O)=CC=1.[NH+]1C=CC=CC=1>>[CH2:1]([N:8]([CH2:25][C@@H:26]([O:39][CH:43]([O:45][CH2:46][CH3:47])[CH3:44])[CH2:27][O:28][S:29]([C:32]1[CH:33]=[CH:34][C:35]([CH3:38])=[CH:36][CH:37]=1)(=[O:31])=[O:30])[C@@H:9]([CH2:20][C:21]([O:23][CH3:24])=[O:22])[C:10]([O:12][CH2:13][C:14]1[CH:19]=[CH:18][CH:17]=[CH:16][CH:15]=1)=[O:11])[C:2]1[CH:7]=[CH:6][CH:5]=[CH:4][CH:3]=1 |f:3.4|. Reported procedure: To a solution of 1-benzyl 4-methyl(2S)-2-[benzyl((2R)-2-hydroxy-3-[(4-methylphenyl)sulfonyl]oxypropyl)amino]succinate (43.0 g, 0.0774 mol) in methylene chloride (500.0 mL, 7.800 mol) was added ethyl vinyl ether (15.0 mL, 0.157 mol) followed by pyridinium p-toluenesulfonate (4.0 g, 0.016 mol). The mixture was stirred at rt for 3 g. After concentrated to dry, the residue was purified by silical gel column (eluting with 0 to 20% EtOAc in hexane) to provide the ether compound (38.1 g, 78.4%). MS (ES... Reactants: C(C)(C)(C)OC(COC1=CC(=CC=C1)CNCC1=CC=C(C=C1)C=1SC=CN1)=O ({3-[(4-thiazol-2-yl-benzylamino)-methyl]-phenoxy}-acetic acid tert-butyl ester), ClC1=CC=C(S1)S(=O)(=O)Cl (5-chlorothiophene-2-sulfonyl chloride), S(=O)(=O)(Cl)Cl (sulfonyl chloride). The solvent is C(Cl)Cl (CH2Cl2). Product: C(C)(C)(C)OC(COC1=CC(=CC=C1)CN(CC1=CC=C(C=C1)C=1SC=CN1)S(=O)(=O)C=1SC(=CC1)Cl)=O ((3-{[(5-Chloro-thiophene-2-sulfonyl)-(4-thiazol-2-yl-benzyl)-amino]-methyl}-phenoxy)-acetic acid tert-butyl ester). As a reaction SMILES: [C:1]([O:5][C:6](=[O:29])[CH2:7][O:8][C:9]1[CH:14]=[CH:13][CH:12]=[C:11]([CH2:15][NH:16][CH2:17][C:18]2[CH:23]=[CH:22][C:21]([C:24]3[S:25][CH:26]=[CH:27][N:28]=3)=[CH:20][CH:19]=2)[CH:10]=1)([CH3:4])([CH3:3])[CH3:2].[Cl:30][C:31]1[S:35][C:34]([S:36](Cl)(=[O:38])=[O:37])=[CH:33][CH:32]=1.S(Cl)(Cl)(=O)=O>C(Cl)Cl>[C:1]([O:5][C:6](=[O:29])[CH2:7][O:8][C:9]1[CH:14]=[CH:13][CH:12]=[C:11]([CH2:15][N:16]([S:36]([C:34]2[S:35][C:31]([Cl:30])=[CH:32][CH:33]=2)(=[O:38])=[O:37])[CH2:17][C:18]2[CH:19]=[CH:20][C:21]([C:24]3[S:25][CH:26]=[CH:27][N:28]=3)=[CH:22][CH:23]=2)[CH:10]=1)([CH3:4])([CH3:2])[CH3:3]. Procedure details: The title compound of Step A was prepared following the method described in Step A of Example 13w from {3-[(4-thiazol-2-yl-benzylamino)-methyl]-phenoxy}-acetic acid tert-butyl ester, prepared in Step A of Example 13i, and 5-chlorothiophene-2-sulfonyl chloride with the following exception. The sulfonyl chloride was dissolved in CH2Cl2 (1 mL) and 0.28 mL was added to the reaction mixture. 1H NMR (400 MHz, CDCl3) δ 8.03 (d, 1H), 7.79 (d, 2H), 7.43 (d, 1H), 7.34 (d, 1H), 7.24 (m, 3H), 7.13 (m, 1H), ...